From a dataset of the Open Reaction Database (ORD), a public repository of structured organic reaction records. describe an organic reaction: reactants, conditions, products, and yield Reactants: CC(C)(C)c1c(N)nn2cccnc12, O=C(Cl)Cc1cc(F)cc(F)c1. Yields the product CC(C)(C)c1c(NC(=O)Cc2cc(F)cc(F)c2)nn2cccnc12. Reaction SMILES: [C:1]([CH3:2])([CH3:3])([CH3:4])[c:5]1[c:6]([NH2:14])[n:7][n:8]2[c:9]1[n:10][cH:11][cH:12][cH:13]2.[F:15][c:16]1[cH:17][c:18]([CH2:23][C:24](=[O:25])[Cl:26])[cH:19][c:20]([F:22])[cH:21]1>>[C:1]([CH3:2])([CH3:3])([CH3:4])[c:5]1[c:6]([NH:14][C:24]([CH2:23][c:18]2[cH:17][c:16]([F:15])[cH:21][c:20]([F:22])[cH:19]2)=[O:25])[n:7][n:8]2[c:9]1[n:10][cH:11][cH:12][cH:13]2. The reactants are ClC1=C(C(=CC(=C1)Cl)Cl)N1NC(=C2C1=NC(=NC2=O)CC2=CC(=C(C=C2)OC)OC)C(F)(F)F (1-(2,4,6-trichlorophenyl)-3-trifluoromethyl-6-(3-methoxy-4-methoxybenzyl)pyrazolo[3,4-d]pyrimidin-4-one), solution, B(Br)(Br)Br (BBr3). Solvent: C(Cl)Cl (CH2Cl2), C(Cl)Cl (CH2Cl2). Reaction conditions: time 2.5 hour. Product: ClC1=C(C(=CC(=C1)Cl)Cl)N1NC(=C2C1=NC(=NC2=O)CC2=CC(=CC=C2)O)C(F)(F)F (1-(2,4,6-trichlorophenyl)-3-trifluoromethyl-6-(3-hydroxybenzyl)pyrazolo[3,4-d]pyrimidin-4-one). Reaction SMILES: [Cl:1][C:2]1[CH:7]=[C:6]([Cl:8])[CH:5]=[C:4]([Cl:9])[C:3]=1[N:10]1[C:14]2=[N:15][C:16]([CH2:20][C:21]3[CH:26]=[CH:25][C:24](OC)=[C:23]([O:29]C)[CH:22]=3)=[N:17][C:18](=[O:19])[C:13]2=[C:12]([C:31]([F:34])([F:33])[F:32])[NH:11]1.B(Br)(Br)Br>C(Cl)Cl>[Cl:9][C:4]1[CH:5]=[C:6]([Cl:8])[CH:7]=[C:2]([Cl:1])[C:3]=1[N:10]1[C:14]2=[N:15][C:16]([CH2:20][C:21]3[CH:26]=[CH:25][CH:24]=[C:23]([OH:29])[CH:22]=3)=[N:17][C:18](=[O:19])[C:13]2=[C:12]([C:31]([F:33])([F:32])[F:34])[NH:11]1. Procedure: To a stirred solution of 60 mg (0.12 mmol) of 1-(2,4,6-trichlorophenyl)-3-trifluoromethyl-6-(3-methoxy-4-methoxybenzyl)pyrazolo[3,4-d]pyrimidin-4-one in 2 mL of CH2Cl2 was added 2 mL of a 1M solution of BBr3 in CH2Cl2. The solution was stirred 2.5 h at RT and quenched with 1 N aq. HCl. The mixture was diluted with water and extracted with EtOAc. The organic extract was washed with brine, dried (MgSO4), and concentrated under reduced pressure. The crude product was chromatographed on silica gel (... Starting materials: N1CC(C1)CC=1N(C2=NC(=NC(=C2N1)N1CCOCC1)N1C(=NC2=C1C=CC=C2)CC)C (4-(8-(azetidin-3-ylmethyl)-2-(2-ethyl-1H-benzo[d]imidazol-1-yl)-9-methyl-9H-purin-6-yl)morpholine), CC1(C)CO1 (isobutylene oxide). The product is C(C)C1=NC2=C(N1C1=NC(=C3N=C(N(C3=N1)C)CC1CN(C1)CC(C)(O)C)N1CCOCC1)C=CC=C2 (1-(3-((2-(2-ethyl-1H-benzo[d]imidazol-1-yl)-9-methyl-6-morpholino-9H-purin-8-yl)methyl)azetidin-1-yl)-2-methylpropan-2-ol). Reaction SMILES: [NH:1]1[CH2:4][CH:3]([CH2:5][C:6]2[N:7]([CH3:32])[C:8]3[C:13]([N:14]=2)=[C:12]([N:15]2[CH2:20][CH2:19][O:18][CH2:17][CH2:16]2)[N:11]=[C:10]([N:21]2[C:25]4[CH:26]=[CH:27][CH:28]=[CH:29][C:24]=4[N:23]=[C:22]2[CH2:30][CH3:31])[N:9]=3)[CH2:2]1.[CH3:33][C:34]1([O:37][CH2:36]1)[CH3:35]>>[CH2:30]([C:22]1[N:21]([C:10]2[N:9]=[C:8]3[C:13]([N:14]=[C:6]([CH2:5][CH:3]4[CH2:2][N:1]([CH2:33][C:34]([CH3:36])([OH:37])[CH3:35])[CH2:4]4)[N:7]3[CH3:32])=[C:12]([N:15]3[CH2:20][CH2:19][O:18][CH2:17][CH2:16]3)[N:11]=2)[C:25]2[CH:26]=[CH:27][CH:28]=[CH:29][C:24]=2[N:23]=1)[CH3:31]. Reported procedure: Following General Procedure C, 4-(8-(azetidin-3-ylmethyl)-2-(2-ethyl-1H-benzo[d]imidazol-1-yl)-9-methyl-9H-purin-6-yl)morpholine and isobutylene oxide were reacted at room temperature to give 534. LCMS m/z: 253.2 (2M+H+) Starting materials: [OH-].[Na+] (caustic soda), Cl.Cl.NC1CN2CCC1CC2 (3-aminoquinuclidine dihydrochloride), NC(=O)N (urea), solution, NC1CN2CCC1CC2 (3-aminoquinuclidine). The product is N12C(CC(CC1)CC2)NC(N)=O (3-quinuclidinyl urea). Yield: 103.2%. RXN SMILES: [OH-].[Na+].Cl.Cl.N[CH:6]1[CH:11]2[CH2:12][CH2:13][N:8]([CH2:9][CH2:10]2)[CH2:7]1.[NH2:14][C:15]([NH2:17])=[O:16].NC1C2CCN(CC2)C1>>[N:8]12[CH2:13][CH2:12][CH:11]([CH2:10][CH2:9]1)[CH2:6][CH:7]2[NH:14][C:15](=[O:16])[NH2:17] |f:0.1,2.3.4|. Procedure: 160.0 g of a 30% caustic soda aqueous solution was added to 22.0 g of 3-aminoquinuclidine dihydrochloride, followed by stirring at room temperature. The solution thus obtained was extracted with 80.0 g of benzene twice to obtain an upper solution, which was evaporated to obtain a solution. 6.9 g of urea was added to 17.6 g of the solution (the amount of 3-aminoquinuclidine: 14.4 g). The solution thus obtained was reacted at 160° C. for 8 hours, and after the reaction, a volatile component was re... Starting materials: C(C)(C)[C@H]1CNC(N1C1=NC=2N(C=C1)N=CC2C2=CC=C(C=C2)C2=NN(C=N2)COCC[Si](C)(C)C)=O ((S)-5-isopropyl-1-(3-(4-(1-((2-(trimethylsilyl)ethoxy)methyl)-1H-1,2,4-triazol-3-yl)phenyl)pyrazolo[1,5-a]pyrimidin-5-yl)imidazolidin-2-one), [H-].[Na+] (sodium hydride), BrCCO[Si](C)(C)C(C)(C)C ((2-Bromoethoxy)(tert-butyl)dimethylsilane). Conditions: time 10 minute. Product: [Si](C)(C)(C(C)(C)C)OCCN1C(N([C@H](C1)C(C)C)C1=NC=2N(C=C1)N=CC2C2=CC=C(C=C2)C2=NN(C=N2)COCC[Si](C)(C)C)=O ((S)-1-(2-(tert-butyldimethylsilyloxy)ethyl)-4-isopropyl-3-(3-(4-(1-((2-(trimethylsilyl)ethoxy)methyl)-1H-1,2,4-triazol-3-yl)phenyl)pyrazolo[1,5-a]pyrimidin-5-yl)imidazolidin-2-one). The yield is 60.0%. As a reaction SMILES: [CH:1]([C@@H:4]1[N:8]([C:9]2[CH:14]=[CH:13][N:12]3[N:15]=[CH:16][C:17]([C:18]4[CH:23]=[CH:22][C:21]([C:24]5[N:28]=[CH:27][N:26]([CH2:29][O:30][CH2:31][CH2:32][Si:33]([CH3:36])([CH3:35])[CH3:34])[N:25]=5)=[CH:20][CH:19]=4)=[C:11]3[N:10]=2)[C:7](=[O:37])[NH:6][CH2:5]1)([CH3:3])[CH3:2].[H-].[Na+].Br[CH2:41][CH2:42][O:43][Si:44]([C:47]([CH3:50])([CH3:49])[CH3:48])([CH3:46])[CH3:45]>>[Si:44]([O:43][CH2:42][CH2:41][N:6]1[CH2:5][C@H:4]([CH:1]([CH3:3])[CH3:2])[N:8]([C:9]2[CH:14]=[CH:13][N:12]3[N:15]=[CH:16][C:17]([C:18]4[CH:23]=[CH:22][C:21]([C:24]5[N:28]=[CH:27][N:26]([CH2:29][O:30][CH2:31][CH2:32][Si:33]([CH3:34])([CH3:35])[CH3:36])[N:25]=5)=[CH:20][CH:19]=4)=[C:11]3[N:10]=2)[C:7]1=[O:37])([C:47]([CH3:50])([CH3:49])[CH3:48])([CH3:46])[CH3:45] |f:1.2|. Procedure details: To a solution of (S)-5-isopropyl-1-(3-(4-(1-((2-(trimethylsilyl)ethoxy)methyl)-1H-1,2,4-triazol-3-yl)phenyl)pyrazolo[1,5-a]pyrimidin-5-yl)imidazolidin-2-one (0.23 g, 0.443 mmol) at 0° C. was added sodium hydride (0.0355 g, 0.887 mmol) and the reaction stirred 10 minutes. (2-Bromoethoxy)(tert-butyl)dimethylsilane (0.212 g, 0.887 mmol) was added and the reaction stirred for 2 hours while warming to ambient temperature. The reaction was poured onto water and extracted into EtOAc. The combined organ... Starting materials: CC([C@@H](C(=O)NC)NC(=O)C=1N=C(N2C1CN(CC2)C)C2=CC=CC=C2)(C)C ((S)-N-(3,3-dimethyl-1-(methylamino)-1-oxobutan-2-yl)-7-methyl-3-phenyl-5,6,7,8-tetrahydroimidazo[1,5-a]pyrazine-1-carboxamide), C(C1=CC=CC=C1)(=O)C1=NC(=C2N1CCNC2)C(=O)N[C@H](C(=O)NC)C(C)(C)C ((S)-3-benzoyl-N-(3,3-dimethyl-1-(methylamino)-1-oxobutan-2-yl)-5,6,7,8-tetrahydroimidazo[1,5-a]pyrazine-1-carboxamide). Yields the product C(C1=CC=CC=C1)(=O)C1=NC(=C2N1CCN(C2)C)C(=O)N[C@H](C(=O)NC)C(C)(C)C ((S)-3-benzoyl-N-(3,3-dimethyl-1-(methylamino)-1-oxobutan-2-yl)-7-methyl-5,6,7,8-tetrahydroimidazo[1,5-a]pyrazine-1-carboxamide). RXN SMILES: [CH3:1][C:2]([CH3:28])([CH3:27])[C@H:3]([NH:8][C:9]([C:11]1[N:12]=[C:13](C2C=CC=CC=2)[N:14]2[CH2:19][CH2:18][N:17]([CH3:20])[CH2:16][C:15]=12)=[O:10])[C:4]([NH:6][CH3:7])=[O:5].[C:29](C1N2CCNCC2=C(C(N[C@@H](C(C)(C)C)C(NC)=O)=O)N=1)(=[O:36])[C:30]1[CH:35]=[CH:34][CH:33]=[CH:32][CH:31]=1>>[C:29]([C:13]1[N:14]2[CH2:19][CH2:18][N:17]([CH3:20])[CH2:16][C:15]2=[C:11]([C:9]([NH:8][C@@H:3]([C:2]([CH3:1])([CH3:28])[CH3:27])[C:4]([NH:6][CH3:7])=[O:5])=[O:10])[N:12]=1)(=[O:36])[C:30]1[CH:35]=[CH:34][CH:33]=[CH:32][CH:31]=1. Procedure details: Compound 289 was synthesized in the same manner as described above for Compound 48 in Example 5 except that 25C was used in place of Compound 2. 1H-NMR (400 MHz, CD3OD) δ: 1.04 (s, 9H), 2.55 (s, 3H), 2.75 (d, 3H), 2.93 (t, 2H), 4.03 (d, 2H), 4.35 (d, 1H), 4.56 (t, 2H), 7.53 (t, 2H), 7.64 (m 1H), 7.86 (d, 1H), 8.19 (m, 1H), 8.31 (d, 2H); LCMS (+ESI) m/z 412.1 [M+H]+. Starting materials: C(C)(C)(C)OC[C@H](C(=O)N1CCOCC1)NC(CC[C@H](NCC1=CC(=NC=C1[N+](=O)[O-])OC1=CC=CC=C1)C1CCCCC1)=O (N-(1-(R)-tert-butoxymethyl-2-morpholin-4-yl-2-oxo-ethyl)-4-(S)-cyclohexyl-4-[(5-nitro-2-phenoxy-pyridin-4-ylmethyl)-amino]-butyramide). Reagents/catalysts: [Pd] (Pd on activated carbon). The solvent is CO (MeOH). Conditions: time 2 hour. Product: NC=1C(=CC(=NC1)OC1=CC=CC=C1)CN[C@@H](CCC(=O)N[C@@H](C(=O)N1CCOCC1)COC(C)(C)C)C1CCCCC1 (4-[(5-amino-2-phenoxy-pyridin-4-ylmethyl)-amino]-N-(1-(R)-tert-butoxymethyl-2-morpholin-4-yl-2-oxo-ethyl)-4-(S)-cyclohexyl-butyramide). As a reaction SMILES: [C:1]([O:5][CH2:6][C@@H:7]([NH:16][C:17](=[O:45])[CH2:18][CH2:19][C@@H:20]([CH:39]1[CH2:44][CH2:43][CH2:42][CH2:41][CH2:40]1)[NH:21][CH2:22][C:23]1[C:28]([N+:29]([O-])=O)=[CH:27][N:26]=[C:25]([O:32][C:33]2[CH:38]=[CH:37][CH:36]=[CH:35][CH:34]=2)[CH:24]=1)[C:8]([N:10]1[CH2:15][CH2:14][O:13][CH2:12][CH2:11]1)=[O:9])([CH3:4])([CH3:3])[CH3:2]>CO.[Pd]>[NH2:29][C:28]1[C:23]([CH2:22][NH:21][C@H:20]([CH:39]2[CH2:40][CH2:41][CH2:42][CH2:43][CH2:44]2)[CH2:19][CH2:18][C:17]([NH:16][C@H:7]([CH2:6][O:5][C:1]([CH3:4])([CH3:3])[CH3:2])[C:8]([N:10]2[CH2:15][CH2:14][O:13][CH2:12][CH2:11]2)=[O:9])=[O:45])=[CH:24][C:25]([O:32][C:33]2[CH:38]=[CH:37][CH:36]=[CH:35][CH:34]=2)=[N:26][CH:27]=1. Procedure details: To a solution of N-(1-(R)-tert-butoxymethyl-2-morpholin-4-yl-2-oxo-ethyl)-4-(S)-cyclohexyl-4-[(5-nitro-2-phenoxy-pyridin-4-ylmethyl)-amino]-butyramide (0.4 g, 0.6 mmol) in MeOH (10 mL) was added 10% Pd on activated carbon (0.1 g) under N2. The reaction mixture was subjected to hydrogenation under 5 psi for 2 h. The catalyst was filtered out, and the MeOH was evaporated to yield 4-[(5-amino-2-phenoxy-pyridin-4-ylmethyl)-amino]-N-(1-(R)-tert-butoxymethyl-2-morpholin-4-yl-2-oxo-ethyl)-4-(S)-cyclohe...